This data is from the Open Reaction Database (ORD), a public repository of structured organic reaction records. The task is: describe an organic reaction: reactants, conditions, products, and yield The reactants are CCOC(=O)N1CCN(C(=O)C(N)CCCC(=O)OC(C)(C)C)CC1, ClCCCl, CN(C)C=O, O, O=C(O)c1cc(O)n(-c2ccccc2)n1, On1nnc2ccccc21. Product: CCOC(=O)N1CCN(C(=O)C(CCCC(=O)OC(C)(C)C)NC(=O)c2cc(O)n(-c3ccccc3)n2)CC1. As a reaction SMILES: [CH2:16]([CH3:17])[O:18][C:19](=[O:20])[N:21]1[CH2:22][CH2:23][N:24]([C:27]([CH:28]([CH2:29][CH2:30][CH2:31][C:32](=[O:33])[O:34][C:35]([CH3:36])([CH3:37])[CH3:38])[NH2:39])=[O:40])[CH2:25][CH2:26]1.[CH2:51]([Cl:52])[CH2:53][Cl:54].[O:55]=[CH:56][N:57]([CH3:58])[CH3:59].[OH2:60].[OH:1][c:2]1[cH:3][c:4]([C:13](=[O:14])[OH:15])[n:5][n:6]1-[c:7]1[cH:8][cH:9][cH:10][cH:11][cH:12]1.[OH:41][n:42]1[c:43]2[c:44]([cH:45][cH:46][cH:47][cH:48]2)[n:49][n:50]1>>[OH:1][c:2]1[cH:3][c:4]([C:13](=[O:15])[NH:39][CH:28]([C:27]([N:24]2[CH2:23][CH2:22][N:21]([C:19]([O:18][CH2:16][CH3:17])=[O:20])[CH2:26][CH2:25]2)=[O:40])[CH2:29][CH2:30][CH2:31][C:32](=[O:33])[O:34][C:35]([CH3:36])([CH3:37])[CH3:38])[n:5][n:6]1-[c:7]1[cH:8][cH:9][cH:10][cH:11][cH:12]1.